This data is from the Open Reaction Database (ORD), a public repository of structured organic reaction records. The task is: describe an organic reaction: reactants, conditions, products, and yield Reactants: Cl (hydrochloric acid), IC=1C=C(C(=O)[O-])C=C(C1)C(=O)OC.[Na+] (sodium 3-iodo-5-(methoxycarbonyl)benzoate), C(C(=O)Cl)(=O)Cl (oxalyl chloride), CN(C)C=O (DMF). The solvent is O (water). Reaction conditions: time 10 minute. Yields the product C(N)(=O)C=1C=C(C(=O)OC)C=C(C1)I (Methyl 3-carbamoyl-5-iodobenzoate). As a reaction SMILES: Cl.[I:2][C:3]1[CH:4]=[C:5]([CH:9]=[C:10]([C:12]([O:14][CH3:15])=[O:13])[CH:11]=1)[C:6]([O-])=[O:7].[Na+].C(Cl)(=O)C(Cl)=O.C[N:24](C=O)C>O>[C:6]([C:5]1[CH:9]=[C:10]([CH:11]=[C:3]([I:2])[CH:4]=1)[C:12]([O:14][CH3:15])=[O:13])(=[O:7])[NH2:24] |f:1.2|. Procedure: 20 ml of 1 M hydrochloric acid were added to a solution of 3.88 g (11.8 mmol) of sodium 3-iodo-5-(methoxycarbonyl)benzoate [J. H. Ackermann et al., J. Med. Chem. 1966, 9 (1), 165-168] in 100 ml of water. After 10 min, the mixture was extracted three times with in each case about 100 ml of ethyl acetate. The combined organic extracts were washed with saturated sodium chloride solution and dried over anhydrous magnesium sulphate. After filtration, the solvent was removed on a rotary evaporator. Th... The reactants are hydrochloride salt, CC1=CC=C(C=C1)S(=O)(=O)OCC1OC2=C(C1)C=CC=C2C2=C(C=C(C=C2)Cl)Cl ((±)-[7-(2,4-dichlorophenyl)-2,3-dihydro-1-benzofuran-2-yl]methyl 4-methylbenzenesulfonate), CN (methylamine). The product is CNCC1OC2=C(C1)C=CC=C2C2=C(C=C(C=C2)Cl)Cl (N-methyl-1-[7-(2,4-dichlorophenyl)-2,3-dihydro-1-benzofuran-2-yl]methanamine). Reaction SMILES: CC1C=CC(S(O[CH2:12][CH:13]2[CH2:17][C:16]3[CH:18]=[CH:19][CH:20]=[C:21]([C:22]4[CH:27]=[CH:26][C:25]([Cl:28])=[CH:24][C:23]=4[Cl:29])[C:15]=3[O:14]2)(=O)=O)=CC=1.[CH3:30][NH2:31]>>[CH3:30][NH:31][CH2:12][CH:13]1[CH2:17][C:16]2[CH:18]=[CH:19][CH:20]=[C:21]([C:22]3[CH:27]=[CH:26][C:25]([Cl:28])=[CH:24][C:23]=3[Cl:29])[C:15]=2[O:14]1. Procedure details: The title compound was prepared (0.137 g, 47%) following the general procedure of Example 390 as a white solid, hydrochloride salt from (±)-[7-(2,4-dichlorophenyl)-2,3-dihydro-1-benzofuran-2-yl]methyl 4-methylbenzenesulfonate (0.125 g, 0.278 mmol) and methylamine (0.086 g, 2.78 mmol). mp 190-192° C. Reaction SMILES: [C:1]([NH:4][C:5]([C:8]1[CH:17]=[CH:16][C:11]([C:12](OC)=[O:13])=[CH:10][CH:9]=1)([CH3:7])[CH3:6])(=[O:3])[CH3:2].[BH4-].[Li+].O>O1CCCC1>[OH:13][CH2:12][C:11]1[CH:10]=[CH:9][C:8]([C:5]([NH:4][C:1](=[O:3])[CH3:2])([CH3:7])[CH3:6])=[CH:17][CH:16]=1 |f:1.2|. Yields the product OCC1=CC=C(C=C1)C(C)(C)NC(C)=O (N-(1-(4-Hydroxymethylphenyl)-1-methylethyl)acetamide). Procedure: To a solution of methyl 4-(1-acetamido-1-methylethyl)benzoate (37.14g) in tetrahydrofuran (370 ml) was added lithium borohydride (6.88 g) and the mixture was refluxed for 19 hr. The reaction mixture was poured into water (1000 ml) and extracted with ethyl acetate (1000 ml). The extract was washed with saturated brine and dried over anhydrous magnesium sulfate. The solvent was evaporated and the obtained residue was recrystallized from ethyl acetate to give the title compound (18.24 m.p.=126-129°... The solvent is O1CCCC1 (tetrahydrofuran). Starting materials: C(C)(=O)NC(C)(C)C1=CC=C(C(=O)OC)C=C1 (methyl 4-(1-acetamido-1-methylethyl)benzoate), [BH4-].[Li+] (lithium borohydride), O (water). Reactants: FC1=C(C=CC(=C1)F)[N+](=O)[O-] (2,4-difluoro-1-nitrobenzene), [NH4+].[Cl-] (NH4Cl), [Li+].C[Si](C)(C)[N-][Si](C)(C)C (LiHMDS), FC=1C=CC(=NC1)N (5-fluoropyridin-2-ylamine). Solvent: C1CCOC1 (THF), C1CCOC1 (THF). Conditions: temperature -78 celsius, time 15 minute. Product: FC=1C=CC(=C(C1)NC1=NC=C(C=C1)F)[N+](=O)[O-] ((5-Fluoro-2-nitrophenyl)-(5-fluoropyridin-2-yl)amine). The yield is 6.8%. As a reaction SMILES: [Li+].C[Si]([N-][Si](C)(C)C)(C)C.[F:11][C:12]1[CH:13]=[CH:14][C:15]([NH2:18])=[N:16][CH:17]=1.F[C:20]1[CH:25]=[C:24]([F:26])[CH:23]=[CH:22][C:21]=1[N+:27]([O-:29])=[O:28].[NH4+].[Cl-]>C1COCC1>[F:26][C:24]1[CH:23]=[CH:22][C:21]([N+:27]([O-:29])=[O:28])=[C:20]([NH:18][C:15]2[CH:14]=[CH:13][C:12]([F:11])=[CH:17][N:16]=2)[CH:25]=1 |f:0.1,4.5|. Procedure details: LiHMDS (1.0M in THF, 4.0 mL, 4.0 mmol) was added dropwise to a stirred solution of 5-fluoropyridin-2-ylamine (224 mg, 2.0 mmol) in anhydrous THF (5 mL) under a nitrogen atmosphere at −78° C. After 15 min stirring at −78° C., a solution of 2,4-difluoro-1-nitrobenzene (0.22 mL, 2.0 mmol) in THF (5 mL) was added and stirring at −78° C. was continued for 30 min. The mixture was slowly warmed to 0° C. then the reaction mixture poured into a saturated solution of NH4Cl (50 mL). The aqueous phase was e... The reactants are COc1ccccc1NS(=O)(=O)c1cccc(C=CC(=O)Cl)c1, Cl, Cl, NO, [Na+], O=C([O-])O, C1CCOC1, O. Yields the product COc1ccccc1NS(=O)(=O)c1cccc(C=CC(=O)NO)c1. Reaction SMILES: [CH3:9][O:10][c:11]1[c:12]([NH:17][S:18](=[O:19])(=[O:20])[c:21]2[cH:22][c:23]([CH:27]=[CH:28][C:29](=[O:30])[Cl:31])[cH:24][cH:25][cH:26]2)[cH:13][cH:14][cH:15][cH:16]1.[ClH:1].[ClH:32].[NH2:2][OH:3].[Na+:8].[O-:4][C:5]([OH:6])=[O:7].[O:33]1[CH2:34][CH2:35][CH2:36][CH2:37]1.[OH2:38]>>[NH:2]([OH:3])[C:29]([CH:28]=[CH:27][c:23]1[cH:22][c:21]([S:18]([NH:17][c:12]2[c:11]([O:10][CH3:9])[cH:16][cH:15][cH:14][cH:13]2)(=[O:19])=[O:20])[cH:26][cH:25][cH:24]1)=[O:30]. The reactants are C[Al](C)C, NC1CCCCC1, CCOC(=O)c1cccc(Cn2cnc3ccccc32)c1. Yields the product O=C(NC1CCCCC1)c1cccc(Cn2cnc3ccccc32)c1. As a reaction SMILES: [CH3:8][Al:9]([CH3:10])[CH3:11].[NH2:1][CH:2]1[CH2:3][CH2:4][CH2:5][CH2:6][CH2:7]1.[n:12]1([CH2:21][c:22]2[cH:23][c:24]([C:25]([O:27][CH2:26][CH3:28])=[O:29])[cH:30][cH:31][cH:32]2)[cH:13][n:14][c:15]2[c:16]1[cH:17][cH:18][cH:19][cH:20]2>>[NH:1]([CH:2]1[CH2:3][CH2:4][CH2:5][CH2:6][CH2:7]1)[C:25]([c:24]1[cH:23][c:22]([CH2:21][n:12]2[cH:13][n:14][c:15]3[c:16]2[cH:17][cH:18][cH:19][cH:20]3)[cH:32][cH:31][cH:30]1)=[O:27].